This data is from the Open Reaction Database (ORD), a public repository of structured organic reaction records. The task is: describe an organic reaction: reactants, conditions, products, and yield Starting materials: OC1=C(N(C(=CC1=O)C)CC(F)(F)F)CO (3-Hydroxy-2-(hydroxymethyl)-6-methyl-1-(2,2,2-trifluoroethyl)pyridin-4(1H)-one), S(=O)(Cl)Cl (thionyl chloride). Run in C(C)#N (acetonitrile). Reaction conditions: time 5 minute. Yields the product Cl.ClCC=1N(C(=CC(C1O)=O)C)CC(F)(F)F (2-(chloromethyl)-3-hydroxy-6-methyl-1-(2,2,2-trifluoroethyl)pyridin-4(1H)-one hydrochloride). RXN SMILES: [OH:1][C:2]1[C:7](=[O:8])[CH:6]=[C:5]([CH3:9])[N:4]([CH2:10][C:11]([F:14])([F:13])[F:12])[C:3]=1[CH2:15]O.S(Cl)([Cl:19])=O>C(#N)C>[ClH:19].[Cl:19][CH2:15][C:3]1[N:4]([CH2:10][C:11]([F:14])([F:13])[F:12])[C:5]([CH3:9])=[CH:6][C:7](=[O:8])[C:2]=1[OH:1] |f:3.4|. Procedure: 3-Hydroxy-2-(hydroxymethyl)-6-methyl-1-(2,2,2-trifluoroethyl)pyridin-4(1H)-one (375 mg, 1.6 mmol) was mixed with acetonitrile at 80° C. and the thionyl chloride (753 mg, 6.3 mmol) was added. The reaction mixture was stirred for 5 minutes and then concentrated by rotary evaporator to give 2-(chloromethyl)-3-hydroxy-6-methyl-1-(2,2,2-trifluoroethyl)pyridin-4(1H)-one hydrochloride. The chloride compound was added to a solution of piperidine (672 mg, 7.9 mmol) in isopropanol (5 mL) at room temperatu... RXN SMILES: [CH3:13][O-:14].[CH3:16][OH:17].[CH3:1][O:2][C:3](=[O:4])[CH:5]1[CH2:6][CH:7]([O:9][C:10](=[O:11])[CH3:12])[CH2:8]1.[Na+:15]>>[CH3:1][O:2][C:3](=[O:4])[CH:5]1[CH2:6][CH:7]([OH:9])[CH2:8]1. Yields the product COC(=O)C1CC(O)C1. The reactants are C[O-], CO, COC(=O)C1CC(OC(C)=O)C1, [Na+].